From a dataset of the Open Reaction Database (ORD), a public repository of structured organic reaction records. describe an organic reaction: reactants, conditions, products, and yield The reactants are COC(CC1CCC(CC1)C1=CC=C(C=C1)C1=NC=C(C=C1)Br)=O ({4-[4-(5-bromo-pyridin-2-yl)-phenyl]-cyclohexyl}-acetic acid methyl ester), NC=1C=NC(=CC1)C(F)(F)F (3-amino-6-trifluoromethyl pyridine), C([O-])([O-])=O.[Cs+].[Cs+] (cesium carbonate), C1(CCCCC1)P(C1=C(C=CC=C1)C1=C(C=C(C=C1C(C)C)C(C)C)C(C)C)C1CCCCC1 (2-dicyclohexylphosphino-2′,4′,6′-triisopropylbiphenyl). The reagents and catalysts are C(C)(=O)[O-].[Pd+2].C(C)(=O)[O-] (palladium acetate). The solvent is C1(=CC=CC=C1)C.C(C)(C)(C)O (toluene t-butanol). Run at temperature 150 celsius. The product is COC(CC1CCC(CC1)C1=CC=C(C=C1)C1=NC=C(C=C1)NC=1C=NC(=CC1)C(F)(F)F)=O ((4-{4-[5-(6-Trifluoromethyl-pyridin-3-ylamino)-pyridin-2-yl]-phenyl}-cyclohexyl)-acetic acid methyl ester). RXN SMILES: [CH3:1][O:2][C:3](=[O:24])[CH2:4][CH:5]1[CH2:10][CH2:9][CH:8]([C:11]2[CH:16]=[CH:15][C:14]([C:17]3[CH:22]=[CH:21][C:20](Br)=[CH:19][N:18]=3)=[CH:13][CH:12]=2)[CH2:7][CH2:6]1.[NH2:25][C:26]1[CH:27]=[N:28][C:29]([C:32]([F:35])([F:34])[F:33])=[CH:30][CH:31]=1.C(=O)([O-])[O-].[Cs+].[Cs+].C1(P(C2CCCCC2)C2C=CC=CC=2C2C(C(C)C)=CC(C(C)C)=CC=2C(C)C)CCCCC1>C([O-])(=O)C.[Pd+2].C([O-])(=O)C.C1(C)C=CC=CC=1.C(O)(C)(C)C>[CH3:1][O:2][C:3](=[O:24])[CH2:4][CH:5]1[CH2:10][CH2:9][CH:8]([C:11]2[CH:16]=[CH:15][C:14]([C:17]3[CH:22]=[CH:21][C:20]([NH:25][C:26]4[CH:27]=[N:28][C:29]([C:32]([F:35])([F:33])[F:34])=[CH:30][CH:31]=4)=[CH:19][N:18]=3)=[CH:13][CH:12]=2)[CH2:7][CH2:6]1 |f:2.3.4,6.7.8,9.10|. Procedure details: A microwave vial was charged with {4-[4-(5-bromo-pyridin-2-yl)-phenyl]-cyclohexyl}-acetic acid methyl ester (3.4 g, 8.8 mmol, 1.0 equiv), 3-amino-6-trifluoromethyl pyridine (2.1 g, 13.1 mmol, 1.2 equiv), cesium carbonate (7.1 g, 21.9 mmol, 2.5 equiv), 2-dicyclohexylphosphino-2′,4′,6′-triisopropylbiphenyl (X-Phos, 0.42 g, 0.88 mmol, 0.1 equiv) and palladium acetate (0.30 g, 0.44 mmol, 0.05 equiv) in 20 Ml of toluene/t-butanol (9:1). The suspension was sparged with nitrogen for 10 min, then heated... Product: ClC=1C=CC2=C(C=C(S2)CO)C1 (5-chlorobenzothiophene-2-methanol). Procedure details: To lithium aluminum hydride (26.5 mmol) and 50 ml ether, at -20° under nitrogen, is slowly added methyl 5-chlorobenzothiophene-2-carboxylate (6 g, 26.5 mmol). The mixture is then stirred at -20° for 10 minutes. After no starting material is detectable by thin layer chromatography, the mixture is quenched with 1 ml water, 1 ml 15% NaOH, and 3 ml water at -20°. The mixture is allowed to warm to RT and stirred for 15 hours. The mixture was then filtered and solvent evaporated to give 5-chlorobenzot... Run in CCOCC (ether). Reactants: [H-].[Al+3].[Li+].[H-].[H-].[H-] (lithium aluminum hydride), ClC=1C=CC2=C(C=C(S2)C(=O)OC)C1 (methyl 5-chlorobenzothiophene-2-carboxylate). As a reaction SMILES: [H-].[Al+3].[Li+].[H-].[H-].[H-].[Cl:7][C:8]1[CH:9]=[CH:10][C:11]2[S:15][C:14]([C:16](OC)=[O:17])=[CH:13][C:12]=2[CH:20]=1>CCOCC>[Cl:7][C:8]1[CH:9]=[CH:10][C:11]2[S:15][C:14]([CH2:16][OH:17])=[CH:13][C:12]=2[CH:20]=1 |f:0.1.2.3.4.5|. Run at time 10 minute.